This data is from the Open Reaction Database (ORD), a public repository of structured organic reaction records. The task is: describe an organic reaction: reactants, conditions, products, and yield Reactants: FC1=C(C=C(C=C1)F)C(CC)=O (2′,5′-difluoropropiophenone), BrBr (bromine). Solvent: C(C)OCC (diethyl ether). Run at time 8 hour. The product is BrC(C(=O)C1=C(C=CC(=C1)F)F)C (2-Bromo-2′,5′-difluoropropiophenone). As a reaction SMILES: [F:1][C:2]1[CH:7]=[CH:6][C:5]([F:8])=[CH:4][C:3]=1[C:9](=[O:12])[CH2:10][CH3:11].[Br:13]Br>C(OCC)C>[Br:13][CH:10]([CH3:11])[C:9]([C:3]1[CH:4]=[C:5]([F:8])[CH:6]=[CH:7][C:2]=1[F:1])=[O:12]. Reported procedure: To a solution of 2′,5′-difluoropropiophenone (2.12 g) in diethyl ether (20 ml) under ice-cooling was added bromine dropwise, and the mixture was stirred at room temperature overnight. To this reaction mixture was added ice and the diethyl ether layer was separated, followed by washing with water and saturated aqueous solution of sodium hydrogen carbonate in that order and dried over anhydrous magnesium sulfate (MgSO4). The ether layer was concentrated under reduced pressure to provide the title ...